Dataset: the Open Reaction Database (ORD), a public repository of structured organic reaction records. Task: describe an organic reaction: reactants, conditions, products, and yield Reactants: OCCCCCCCCO, CN(C)CC(N)CC(=O)OCc1ccccc1, Cl, Cl, Fc1ccc(C(F)(F)Br)c(F)c1F, OCCCCCCCCOC(F)(F)c1ccc(F)c(F)c1F, O=C(O)CCCCCCCOC(F)(F)c1ccc(F)c(F)c1F. The product is CN(C)CC(CC(=O)OCc1ccccc1)NC(=O)CCCCCCCOC(F)(F)c1ccc(F)c(F)c1F. As a reaction SMILES: [CH2:1]([OH:2])[CH2:3][CH2:4][CH2:5][CH2:6][CH2:7][CH2:8][CH2:9][OH:10].[CH2:71]([c:72]1[cH:73][cH:74][cH:75][cH:76][cH:77]1)[O:78][C:79]([CH2:80][CH:81]([CH2:82][N:83]([CH3:84])[CH3:85])[NH2:86])=[O:87].[ClH:69].[ClH:70].[F:11][c:12]1[cH:13][cH:14][c:15]([C:16]([Br:17])([F:18])[F:19])[c:20]([F:21])[c:22]1[F:23].[F:24][c:25]1[c:26]([F:45])[c:27]([F:44])[c:28]([C:29]([O:30][CH2:31][CH2:32][CH2:33][CH2:34][CH2:35][CH2:36][CH2:37][CH2:38][OH:39])([F:40])[F:41])[cH:42][cH:43]1.[F:46][c:47]1[cH:48][cH:49][c:50]([C:51]([F:52])([F:53])[O:54][CH2:55][CH2:56][CH2:57][CH2:58][CH2:59][CH2:60][CH2:61][C:62]([OH:63])=[O:64])[c:65]([F:66])[c:67]1[F:68]>>[F:24][c:25]1[c:26]([F:45])[c:27]([F:44])[c:28]([C:29]([O:30][CH2:31][CH2:32][CH2:33][CH2:34][CH2:35][CH2:36][CH2:37][C:38](=[O:39])[NH:86][CH:81]([CH2:80][C:79]([O:78][CH2:71][c:72]2[cH:73][cH:74][cH:75][cH:76][cH:77]2)=[O:87])[CH2:82][N:83]([CH3:84])[CH3:85])([F:40])[F:41])[cH:42][cH:43]1.